The task is: describe an organic reaction: reactants, conditions, products, and yield. This data is from the Open Reaction Database (ORD), a public repository of structured organic reaction records. Starting materials: FC1=CC2=CN(N=C2C(=C1)C(=O)N)C1=CC=C(C=C1)C=1C=NC=CC1 (5-Fluoro-2-(4-pyridin-3-ylphenyl)-2H-indazole-7-carboxamide), [BH4-].[Na+] (NaBH4), C1=CC=C(C=C1)COC(=O)Cl (Cbz-Cl). Solvent: CO (MeOH). The product is NC(=O)C1=CC(=CC2=CN(N=C12)C1=CC=C(C=C1)C1CN(CCC1)C(=O)OCC1=CC=CC=C1)F (Benzyl 3-{4-[7-(aminocarbonyl)-5-fluoro-2H-indazol-2-yl]phenyl}piperidine-1-carboxylate). RXN SMILES: [F:1][C:2]1[CH:10]=[C:9]([C:11]([NH2:13])=[O:12])[C:8]2[C:4](=[CH:5][N:6]([C:14]3[CH:19]=[CH:18][C:17]([C:20]4[CH:21]=[N:22][CH:23]=[CH:24][CH:25]=4)=[CH:16][CH:15]=3)[N:7]=2)[CH:3]=1.[BH4-].[Na+].[CH:28]1[CH:33]=[CH:32][C:31]([CH2:34][O:35][C:36](Cl)=[O:37])=[CH:30][CH:29]=1>CO>[NH2:13][C:11]([C:9]1[C:8]2[C:4](=[CH:5][N:6]([C:14]3[CH:15]=[CH:16][C:17]([CH:20]4[CH2:25][CH2:24][CH2:23][N:22]([C:36]([O:35][CH2:34][C:31]5[CH:32]=[CH:33][CH:28]=[CH:29][CH:30]=5)=[O:37])[CH2:21]4)=[CH:18][CH:19]=3)[N:7]=2)[CH:3]=[C:2]([F:1])[CH:10]=1)=[O:12] |f:1.2|. Reported procedure: To a stirred solution of (D4) in dry MeOH (0.2 M), NaBH4 (1.2 eq) was added and then dropwise Cbz-Cl (1.2 eq) at −65° C. The reaction was allowed to reach RT O/N, and then quenched with H2O. MeOH was concentrated under reduced pressure and EtOAc was added. The organic phase was washed with sat. aq. NaHCO3 solution, dried (Na2SO4). Evaporation of the solvent gave (D5) which was used in the next step without further purification. MS (ES) C27H25FN4O3 requires: 472. Found: 473 (M+H+). Isolated yield 30.0%. Reported procedure: L-methionine in 3N NaOH is reacted with 0.5 equiv. of phosgene in toluene at about 0° with vigorous stirring. Recrystallization from 15% acetic acid of the product obtained upon acidification of the reaction mixture gives carbonyl-bis (L-methionine) in 30-40% yield, m.p. 167°-180° [α]D25 +4.8 (C, 1 methanol). The carbonyl-bis (L-methionine) is then reacted in dimethylformamide with two equiv. of dicyclohexylcarbodiimide and p-nitrophenol to yield the active ester, carbonyl-bis (L-methionine p-ni... Starting materials: CO (methanol), N[C@@H](CCSC)C(=O)O (L-methionine), C(=O)(Cl)Cl (phosgene), [OH-].[Na+] (NaOH). The product is C(=O)(N[C@@H](CCSC)C(=O)O)N[C@@H](CCSC)C(=O)O (carbonyl-bis (L-methionine)). Reaction SMILES: [NH2:1][C@H:2]([C:7]([OH:9])=[O:8])[CH2:3][CH2:4][S:5][CH3:6].[C:10](Cl)(Cl)=[O:11].[CH3:14][OH:15].[OH-:16].[Na+]>C1(C)C=CC=CC=1>[C:14]([NH:1][C@H:2]([C:10]([OH:11])=[O:16])[CH2:3][CH2:4][S:5][CH3:6])([NH:1][C@H:2]([C:7]([OH:9])=[O:8])[CH2:3][CH2:4][S:5][CH3:6])=[O:15] |f:3.4|. The solvent is C1(=CC=CC=C1)C (toluene). Starting materials: CN, O=c1[nH]c2c(cc1Cl)-c1ccccc1CC2, O. Yields the product CNc1cc2c([nH]c1=O)CCc1ccccc1-2. As a reaction SMILES: [CH3:17][NH2:18].[Cl:1][c:2]1[c:3](=[O:16])[nH:4][c:5]2[c:10]([cH:11]1)-[c:9]1[c:8]([cH:15][cH:14][cH:13][cH:12]1)[CH2:7][CH2:6]2.[OH2:19]>>[c:2]1([NH:18][CH3:17])[c:3](=[O:16])[nH:4][c:5]2[c:10]([cH:11]1)-[c:9]1[c:8]([cH:15][cH:14][cH:13][cH:12]1)[CH2:7][CH2:6]2. Starting materials: C(C)(=O)OC1=CC=C(OC(C(=O)OCC)C)C=C1 (Ethyl 2-(4-acetoxyphenoxy)propionate). Reagents/catalysts: Cl (HCl). Run in C(C)O (ethanol). Product: OC1=CC=C(OC(C(=O)OCC)C)C=C1 (ethyl 2-(4-hydroxyphenoxy)propionate). Yield: 90.8%. Reaction SMILES: C([O:4][C:5]1[CH:18]=[CH:17][C:8]([O:9][CH:10]([CH3:16])[C:11]([O:13][CH2:14][CH3:15])=[O:12])=[CH:7][CH:6]=1)(=O)C>Cl.C(O)C>[OH:4][C:5]1[CH:6]=[CH:7][C:8]([O:9][CH:10]([CH3:16])[C:11]([O:13][CH2:14][CH3:15])=[O:12])=[CH:17][CH:18]=1. Procedure: Ethyl 2-(4-acetoxyphenoxy)propionate (5.01 g, 19.9 mmol) is hydrolyzed by refluxing for 2 hours at 80° C. with ethanol (40 mL) and concentrated HCl (36%, 2 drops). The reaction product is concentrated under reduced pressure to obtain ethyl 2-(4-hydroxyphenoxy)propionate (3.8 g) (yield 93%), 1NMR (CHCl3) delta 1.25 (t, J=7.0 Hz, 3H), 1.62 (d, J=6.8 Hz, 3H), 4.21 (q, J=7.0 Hz, 2H), 4.65 (q, J=6.8 Hz, 1H), 6.74 (M, 4H). Procedure details: 5.0 g (19.010 mmol) of 5-fluoro-3-iodo-1H-pyrazolo[3,4-b]pyridine were initially charged in DMF (100 ml), and then 20.83 g (76.042 mmol) of 1,1,1,2,2-pentafluoro-4-iodobutane, and also 14.86 g (45.65 mmol) of cesium carbonate and 0.63 g (3.802 mmol) of potassium iodide were added. The mixture was stirred at 140° C. overnight. The mixture was then cooled and combined with a prior experiment which had been carried out analogously using 200 mg of 5-fluoro-3-iodo-1H-pyrazolo[3,4-b]pyridine. Solids w... The reactants are FC(C(CCI)(F)F)(F)F (1,1,1,2,2-pentafluoro-4-iodobutane), C([O-])([O-])=O.[Cs+].[Cs+] (cesium carbonate), [I-].[K+] (potassium iodide), FC=1C=C2C(=NC1)NN=C2I (5-fluoro-3-iodo-1H-pyrazolo[3,4-b]pyridine), FC=1C=C2C(=NC1)NN=C2I (5-fluoro-3-iodo-1H-pyrazolo[3,4-b]pyridine). Run at temperature 140 celsius, time 8 hour. Solvent: CN(C)C=O (DMF). RXN SMILES: [F:1][C:2]1[CH:3]=[C:4]2[C:10]([I:11])=[N:9][NH:8][C:5]2=[N:6][CH:7]=1.[F:12][C:13]([F:21])([F:20])[C:14]([F:19])([F:18])[CH2:15][CH2:16]I.C(=O)([O-])[O-].[Cs+].[Cs+].[I-].[K+]>CN(C=O)C>[F:1][C:2]1[CH:3]=[C:4]2[C:10]([I:11])=[N:9][N:8]([CH2:16][CH2:15][C:14]([F:19])([F:18])[C:13]([F:21])([F:20])[F:12])[C:5]2=[N:6][CH:7]=1 |f:2.3.4,5.6|. Product: FC=1C=C2C(=NC1)N(N=C2I)CCC(C(F)(F)F)(F)F (5-Fluoro-3-iodo-1-(3,3,4,4,4-pentafluorobutyl)-1H-pyrazolo[3,4-b]pyridine). The reactants are CC(=O)O, Cc1cnc(N2CCN(CCC3CCC(N)CC3)CC2)c2c1OCC2, Cl, Cl, Cl. Yields the product CC(=O)NC1CCC(CCN2CCN(c3ncc(C)c4c3CCO4)CC2)CC1. As a reaction SMILES: [CH3:29][C:30]([OH:31])=[O:32].[CH3:4][c:5]1[c:6]2[c:7]([c:8]([N:11]3[CH2:12][CH2:13][N:14]([CH2:17][CH2:18][CH:19]4[CH2:20][CH2:21][CH:22]([NH2:25])[CH2:23][CH2:24]4)[CH2:15][CH2:16]3)[n:9][cH:10]1)[CH2:26][CH2:27][O:28]2.[ClH:1].[ClH:2].[ClH:3]>>[CH3:4][c:5]1[c:6]2[c:7]([c:8]([N:11]3[CH2:12][CH2:13][N:14]([CH2:17][CH2:18][CH:19]4[CH2:20][CH2:21][CH:22]([NH:25][C:30]([CH3:29])=[O:31])[CH2:23][CH2:24]4)[CH2:15][CH2:16]3)[n:9][cH:10]1)[CH2:26][CH2:27][O:28]2.